From a dataset of the Open Reaction Database (ORD), a public repository of structured organic reaction records. describe an organic reaction: reactants, conditions, products, and yield Starting materials: C(C1=CC=CC=C1)OC(=O)N1CCC(CC1)NC1=C(C=C(C=C1)N1C(O[C@H](C1)CN=[N+]=[N-])=O)F (4-[4-{(5R)-5-azidomethyl2-oxo-oxazolidin-3-yl}-2-fluoro-phenylamino]-piperidine-1-carboxylic acid benzyl ester), C1(=CC=CC=C1)P(C1=CC=CC=C1)C1=CC=CC=C1 (triphenylphosphine), O (water). Solvent: C1CCOC1 (THF). The product is C(C1=CC=CC=C1)OC(=O)N1CCC(CC1)NC1=C(C=C(C=C1)N1C(O[C@H](C1)CN)=O)F (4-[4-{(5S)-5-Aminomethyl-2-oxo-oxazolidin-3-yl}-2-fluoro-phenylamino]-piperidine-1-carboxylic Acid Benzyl Ester). RXN SMILES: [CH2:1]([O:8][C:9]([N:11]1[CH2:16][CH2:15][CH:14]([NH:17][C:18]2[CH:23]=[CH:22][C:21]([N:24]3[CH2:28][C@H:27]([CH2:29][N:30]=[N+]=[N-])[O:26][C:25]3=[O:33])=[CH:20][C:19]=2[F:34])[CH2:13][CH2:12]1)=[O:10])[C:2]1[CH:7]=[CH:6][CH:5]=[CH:4][CH:3]=1.C1(P(C2C=CC=CC=2)C2C=CC=CC=2)C=CC=CC=1.O>C1COCC1>[CH2:1]([O:8][C:9]([N:11]1[CH2:12][CH2:13][CH:14]([NH:17][C:18]2[CH:23]=[CH:22][C:21]([N:24]3[CH2:28][C@H:27]([CH2:29][NH2:30])[O:26][C:25]3=[O:33])=[CH:20][C:19]=2[F:34])[CH2:15][CH2:16]1)=[O:10])[C:2]1[CH:3]=[CH:4][CH:5]=[CH:6][CH:7]=1. Procedure: A solution of 2.51 g (5.35 mmol) 4-[4-{(5R)-5-azidomethyl2-oxo-oxazolidin-3-yl}-2-fluoro-phenylamino]-piperidine-1-carboxylic acid benzyl ester, 1.54 g (5.88 mmol) triphenylphosphine and 964 μl (53.5 mmol) water in 30 ml THF was stirred at 50° C. for 16 h.